From a dataset of the Open Reaction Database (ORD), a public repository of structured organic reaction records. describe an organic reaction: reactants, conditions, products, and yield Starting materials: C(C1=CC=CC=C1)C(=O)NC1=C(C=CC(=C1)Cl)CO (N-(benzylcarbonyl)-5-chloro-2-hydroxymethyl aniline), [Cr](=O)(=O)([O-])Cl.[NH+]1=CC=CC=C1 (pyridinium chlorochromate), C(C)(=O)OCC (ethyl acetate). Solvent: ClCCl (dichloromethane). Conditions: time 90 minute. Yields the product C(C1=CC=CC=C1)C(=O)NC1=C(C=O)C=CC(=C1)Cl (2-(Benzylcarbonylamino)-4-chloro benzaldehyde). The yield is 68.2%. RXN SMILES: [CH2:1]([C:8]([NH:10][C:11]1[CH:16]=[C:15]([Cl:17])[CH:14]=[CH:13][C:12]=1[CH2:18][OH:19])=[O:9])[C:2]1[CH:7]=[CH:6][CH:5]=[CH:4][CH:3]=1.[Cr](Cl)([O-])(=O)=O.[NH+]1C=CC=CC=1.C(OCC)(=O)C>ClCCl>[CH2:1]([C:8]([NH:10][C:11]1[CH:16]=[C:15]([Cl:17])[CH:14]=[CH:13][C:12]=1[CH:18]=[O:19])=[O:9])[C:2]1[CH:7]=[CH:6][CH:5]=[CH:4][CH:3]=1 |f:1.2|. Procedure details: To a solution of N-(benzylcarbonyl)-5-chloro-2-hydroxymethyl aniline (15.50 g) in dichloromethane (400 ml) under nitrogen at room temperature, was added pyridinium chlorochromate (24.30 g) and crushed 4 Å molecular sieves (0.50 g). The reaction mixture was stirred at room temperature for 90 mins, then ethyl acetate added, and the solution was filtered through a 2 inch plug of silica gel. The solvent was removed in vacuo and the material was redissolved in ethyl acetate and filtered through silic... The reactants are CC1(C(CCC1)NC(O[C@H]1[C@@H](CC[C@H](C1)C)C(C)C)=O)NC1=NC=C(C=N1)C(F)(F)F ((1R,2S,5R)-5-methyl-2-(propan-2-yl)cyclohexyl N-(2-methyl-2-{[5-(trifluoromethyl)pyrimidin-2-yl]amino}cyclopentyl)carbamate), Br (HBr), Br (HBr), Br (HBr). Run in C(C)(=O)O (acetic acid), C(C)(=O)O (acetic acid). Run at temperature 90 celsius. Yields the product CC1(C(CCC1)N)NC1=NC=C(C=N1)C(F)(F)F (1-Methyl-1-N-[5-(trifluoromethyl)pyrimidin-2-yl]cyclopentane-1,2-diamine). As a reaction SMILES: [CH3:1][C:2]1([NH:21][C:22]2[N:27]=[CH:26][C:25]([C:28]([F:31])([F:30])[F:29])=[CH:24][N:23]=2)[CH2:6][CH2:5][CH2:4][CH:3]1[NH:7]C(=O)O[C@@H]1C[C@H](C)CC[C@H]1C(C)C.Br>C(O)(=O)C>[CH3:1][C:2]1([NH:21][C:22]2[N:23]=[CH:24][C:25]([C:28]([F:31])([F:29])[F:30])=[CH:26][N:27]=2)[CH2:6][CH2:5][CH2:4][CH:3]1[NH2:7]. Procedure details: To a solution of (1R,2S,5R)-5-methyl-2-(propan-2-yl)cyclohexyl N-(2-methyl-2-{[5-(trifluoromethyl)pyrimidin-2-yl]amino}cyclopentyl)carbamate (1.04 g, 2.35 mmol) in acetic acid (8 ml) was added HBr (1.28 ml, 23.48 mmol). The reaction was heated sealed and heated at 90° C. overnight. To this was then added further HBr (1.28 ml, 23.48 mmol) and the reaction mixture heated at 90° C. for 24 hours. Further acetic acid (5 ml) and HBr (5 ml) was added and the reaction mixture heated to 90° C. for 5 hour...